This data is from the Open Reaction Database (ORD), a public repository of structured organic reaction records. The task is: describe an organic reaction: reactants, conditions, products, and yield The reactants are Cl, Cc1cc(S)n2ncc(C(=O)O)c2n1. The product is Cc1cc(S)n2nccc2n1. As a reaction SMILES: [ClH:15].[SH:1][c:2]1[cH:3][c:4]([CH3:14])[n:5][c:6]2[n:7]1[n:8][cH:9][c:10]2[C:11]([OH:12])=[O:13]>>[SH:1][c:2]1[cH:3][c:4]([CH3:14])[n:5][c:6]2[n:7]1[n:8][cH:9][cH:10]2. Starting materials: C(C)[Mg]Br (ethylmagnesium bromide), COC=1C=C2C(=CC=NC2=CC1OC)OC1=C(C=O)C=CC(=C1)OC (2-[(6,7-Dimethoxy-4-quinolyl)oxy]-4-methoxybenzaldehyde), O (Water). Solvent: O1CCCC1 (tetrahydrofuran), O1CCCC1 (tetrahydrofuran). Run at temperature 0 celsius, time 1 hour. The product is COC=1C=C2C(=CC=NC2=CC1OC)OC1=C(C=CC(=C1)OC)C(CC)O (1-{2-[(6,7-dimethoxy-4-quinolyl)oxy]-4-methoxyphenyl}-1-propanol). As a reaction SMILES: [CH3:1][O:2][C:3]1[CH:4]=[C:5]2[C:10](=[CH:11][C:12]=1[O:13][CH3:14])[N:9]=[CH:8][CH:7]=[C:6]2[O:15][C:16]1[CH:23]=[C:22]([O:24][CH3:25])[CH:21]=[CH:20][C:17]=1[CH:18]=[O:19].[CH2:26]([Mg]Br)[CH3:27].O>O1CCCC1>[CH3:1][O:2][C:3]1[CH:4]=[C:5]2[C:10](=[CH:11][C:12]=1[O:13][CH3:14])[N:9]=[CH:8][CH:7]=[C:6]2[O:15][C:16]1[CH:23]=[C:22]([O:24][CH3:25])[CH:21]=[CH:20][C:17]=1[CH:18]([OH:19])[CH2:26][CH3:27]. Reported procedure: 2-[(6,7-Dimethoxy-4-quinolyl)oxy]-4-methoxybenzaldehyde was dissolved in anhydrous tetrahydrofuran (1 ml), and a 1 M tetrahydrofuran solution of ethylmagnesium bromide (0.5 ml) was added to the solution at 0° C., and the mixture was stirred at 0° C. for one hr. Water (1 ml) was added dropwise to the reaction solution to stop the reaction. The mixture was extracted with ethyl acetate, and the ethyl acetate layer was then washed with water and saturated brine and was dried over anhydrous sodium su... The reactants are C(#N)C1=CC=C(C=C1)N=NC1=CC=C(C=C1)O (4-(4-cyanophenylazo)phenol), BrCC(=O)OCC (ethyl bromoacetate), C(=O)([O-])[O-].[K+].[K+] (K2CO3), [Cl-].[Cl-].[Ca+2] (CaCl2). The solvent is CC(=O)C (acetone). Run at temperature 60 celsius. Yields the product C(#N)C1=CC=C(C=C1)N=NC1=CC=C(OCC(=O)OCC)C=C1 (ethyl 2-[4-(4-cyanophenylazo)-phenoxy]-ethanoate). Isolated yield 87.4%. As a reaction SMILES: [C:1]([C:3]1[CH:8]=[CH:7][C:6]([N:9]=[N:10][C:11]2[CH:16]=[CH:15][C:14]([OH:17])=[CH:13][CH:12]=2)=[CH:5][CH:4]=1)#[N:2].Br[CH2:19][C:20]([O:22][CH2:23][CH3:24])=[O:21].C([O-])([O-])=O.[K+].[K+].[Cl-].[Cl-].[Ca+2]>CC(C)=O>[C:1]([C:3]1[CH:4]=[CH:5][C:6]([N:9]=[N:10][C:11]2[CH:16]=[CH:15][C:14]([O:17][CH2:19][C:20]([O:22][CH2:23][CH3:24])=[O:21])=[CH:13][CH:12]=2)=[CH:7][CH:8]=1)#[N:2] |f:2.3.4,5.6.7|. Procedure details: 7.7 g (0.034 mol) of 4-(4-cyanophenylazo)phenol, 8.52 g (0.051 mol) ethyl bromoacetate (Fluka, pract.) and 5.66 g (0.041 mol) of dried K2CO3 were mixed in a 250 mL one-neck round flask fitted with a magnetic stirring bar. 100 mL of dry acetone was added, the flask was closed with a reflux condenser protected on the top with a CaCl2-drying tube and the stirred solution was refluxed on an oil bath at 60° C. for 72 h After cooling the flask was transferred to a Rotavapor and the acetone is removed ... The reactants are CC#N, Cl, C1CCC2=NCCCN2CC1, NCc1cccc2c1C(=O)N(C1CCC(=O)NC1=O)C2=O, On1nnc2ccccc21, O=C(O)Cc1ccc(Cl)cc1. Product: O=C(Cc1ccc(Cl)cc1)NCc1cccc2c1C(=O)N(C1CCC(=O)NC1=O)C2=O. Reaction SMILES: [CH3:55][C:56]#[N:57].[ClH:1].[N:23]12[CH2:24][CH2:25][CH2:26][N:27]=[C:28]1[CH2:29][CH2:30][CH2:31][CH2:32][CH2:33]2.[NH2:2][CH2:3][c:4]1[c:5]2[c:9]([cH:10][cH:11][cH:12]1)[C:8](=[O:13])[N:7]([CH:14]1[C:15](=[O:21])[NH:16][C:17](=[O:20])[CH2:18][CH2:19]1)[C:6]2=[O:22].[OH:34][n:35]1[c:36]2[cH:37][cH:38][cH:39][cH:40][c:41]2[n:42][n:43]1.[OH:44][C:45](=[O:46])[CH2:47][c:48]1[cH:49][cH:50][c:51]([Cl:52])[cH:53][cH:54]1>>[NH:2]([CH2:3][c:4]1[c:5]2[c:9]([cH:10][cH:11][cH:12]1)[C:8](=[O:13])[N:7]([CH:14]1[C:15](=[O:21])[NH:16][C:17](=[O:20])[CH2:18][CH2:19]1)[C:6]2=[O:22])[C:45](=[O:44])[CH2:47][c:48]1[cH:49][cH:50][c:51]([Cl:52])[cH:53][cH:54]1. The reactants are CCCCCC (hexane), C(C=C)C=1C(=NC=NC1Cl)Cl (5-allyl-4,6-dichloropyrimidine), C[N+]1(CCOCC1)[O-] (N-methyl morpholine N-oxide). Reported procedure: To a stirred solution of 5-allyl-4,6-dichloropyrimidine (2.5 g) in dry dioxane (25 mL), N-methyl morpholine N-oxide (2.3 g) and osmium tetroxide (0.85 mL, 25% solution in water) were added. The reaction mixture was stirred at room temperature for 2 hours before being quenched by solid sodium bisulphate. The reaction mixture was filtered through celite bed. The celite bed was washed with dioxane (10 mL). The combined filtrate was taken into a 100 mL three necked round bottom flask and sodium meta... Run at time 2 hour. Reaction SMILES: [CH2:1]([C:4]1[C:5]([Cl:11])=[N:6][CH:7]=[N:8][C:9]=1[Cl:10])[CH:2]=C.C[N+]1([O-])CC[O:16]CC1.CCCCCC>O1CCOCC1.[Os](=O)(=O)(=O)=O>[Cl:11][C:5]1[C:4]([CH2:1][CH:2]=[O:16])=[C:9]([Cl:10])[N:8]=[CH:7][N:6]=1. Product: ClC1=NC=NC(=C1CC=O)Cl (2-(4,6-dichloropyrimidin-5-yl)acetaldehyde). Run in O1CCOCC1 (dioxane). The yield is 67.3%. The reagents and catalysts are [Os](=O)(=O)(=O)=O (osmium tetroxide). Starting materials: CO, Cl, Cl, C1=C(c2ccccn2)C2CCN1CC2. As a reaction SMILES: [CH3:17][OH:18].[ClH:1].[ClH:2].[n:3]1[c:4]([C:9]2=[CH:10][N:11]3[CH2:12][CH2:13][CH:14]2[CH2:15][CH2:16]3)[cH:5][cH:6][cH:7][cH:8]1>>[n:3]1[c:4]([CH:9]2[CH2:10][N:11]3[CH2:12][CH2:13][CH:14]2[CH2:15][CH2:16]3)[cH:5][cH:6][cH:7][cH:8]1. The product is c1ccc(C2CN3CCC2CC3)nc1. Reactants: OC1=CC=NN1C1=NC=CC(=C1)C#N (2-(5-hydroxy-1H-pyrazol-1-yl)pyridine-4-carbonitrile), C1(CC1)C1=CC(=C(C=C1)CO)F ((4-cyclopropyl-2-fluorophenyl)methanol). The product is C1(CC1)C1=CC(=C(C=C1)COC1=CC=NN1C1=NC=CC(=C1)C#N)F (2-[5-[(4-cyclopropyl-2-fluorophenyl)methoxy]pyrazol-1-yl]pyridine-4-carbonitrile). Reaction SMILES: [OH:1][C:2]1[N:6]([C:7]2[CH:12]=[C:11]([C:13]#[N:14])[CH:10]=[CH:9][N:8]=2)[N:5]=[CH:4][CH:3]=1.[CH:15]1([C:18]2[CH:23]=[CH:22][C:21]([CH2:24]O)=[C:20]([F:26])[CH:19]=2)[CH2:17][CH2:16]1>>[CH:15]1([C:18]2[CH:23]=[CH:22][C:21]([CH2:24][O:1][C:2]3[N:6]([C:7]4[CH:12]=[C:11]([C:13]#[N:14])[CH:10]=[CH:9][N:8]=4)[N:5]=[CH:4][CH:3]=3)=[C:20]([F:26])[CH:19]=2)[CH2:17][CH2:16]1. Procedure: The title compound was prepared from 2-(5-hydroxy-1H-pyrazol-1-yl)pyridine-4-carbonitrile and (4-cyclopropyl-2-fluorophenyl)methanol according to the procedure for the preparation of Example 39, part C. 1H NMR (800 MHz, CDCl3): δ 0.68-0.73 (2H, m), 0.99-1.04 (2H, m), 1.86-1.92 (1H, m), 5.24 (2H, s), 5.80 (1H, d, J=4.0 Hz), 6.78 (1H, dd, J=4.0 Hz, 23.2 Hz), 6.88 (1H, dd, J=3.2 Hz, 16.0 Hz), 7.30-7.34 (1H, m), 7.39 (1H, dd, J=1.6 Hz, 9.6 Hz), 7.57 (1H, d, J=3.2 Hz), 8.00 (1H, s), 8.69 (1H, d, J=9.... The product is c1ccc2c(c1)ncn2-c1nc(NC2CCCCC2)nc2[nH]cnc12. Reaction SMILES: [CH3:27][S:28]([CH3:29])=[O:30].[NH2:20][CH:21]1[CH2:22][CH2:23][CH2:24][CH2:25][CH2:26]1.[n:1]1(-[c:10]2[c:11]3[n:12][cH:13][nH:14][c:15]3[n:16][c:17]([Cl:19])[n:18]2)[cH:2][n:3][c:4]2[c:5]1[cH:6][cH:7][cH:8][cH:9]2>>[n:1]1(-[c:10]2[c:11]3[n:12][cH:13][nH:14][c:15]3[n:16][c:17]([NH:20][CH:21]3[CH2:22][CH2:23][CH2:24][CH2:25][CH2:26]3)[n:18]2)[cH:2][n:3][c:4]2[c:5]1[cH:6][cH:7][cH:8][cH:9]2. Starting materials: CS(C)=O, NC1CCCCC1, Clc1nc(-n2cnc3ccccc32)c2nc[nH]c2n1. Reactants: Cc1cc(CC(NC(=O)N2CCC(N3Cc4ccccc4NC3=O)CC2)C(=O)O)cc2cn[nH]c12, Cc1cc(CC(NC(=O)N2CCC(c3cc4ccccc4[nH]c3=O)CC2)C(=O)NC(CCCCNC(=O)OC(C)(C)C)C(=O)N2CCN(c3ccncc3)CC2)cc2cn[nH]c12, CC(C)(C)OC(=O)NCCCCC(N)C(=O)N1CCN(c2ccncc2)CC1. Product: Cc1cc(CC(NC(=O)N2CCC(N3Cc4ccccc4NC3=O)CC2)C(=O)NC(CCCCNC(=O)OC(C)(C)C)C(=O)N2CCN(c3ccncc3)CC2)cc2cn[nH]c12. Reaction SMILES: [CH3:29][c:30]1[cH:31][c:32]([CH2:39][CH:40]([C:41](=[O:42])[OH:43])[NH:44][C:45](=[O:46])[N:47]2[CH2:48][CH2:49][CH:50]([N:53]3[C:54](=[O:63])[NH:55][c:56]4[cH:57][cH:58][cH:59][cH:60][c:61]4[CH2:62]3)[CH2:51][CH2:52]2)[cH:33][c:34]2[cH:35][n:36][nH:37][c:38]12.[CH3:64][c:65]1[cH:66][c:67]([CH2:68][CH:69]([NH:70][C:71]([N:72]2[CH2:73][CH2:74][CH:75]([c:76]3[c:77](=[O:78])[nH:79][c:80]4[c:81]([cH:82]3)[cH:83][cH:84][cH:85][cH:86]4)[CH2:87][CH2:88]2)=[O:89])[C:90]([NH:91][CH:92]([C:93](=[O:94])[N:95]2[CH2:96][CH2:97][N:98]([c:99]3[cH:100][cH:101][n:102][cH:103][cH:104]3)[CH2:105][CH2:106]2)[CH2:107][CH2:108][CH2:109][CH2:110][NH:111][C:112](=[O:113])[O:114][C:115]([CH3:116])([CH3:117])[CH3:118])=[O:119])[cH:120][c:121]2[c:122]1[nH:123][n:124][cH:125]2.[NH2:1][CH:2]([CH2:3][CH2:4][CH2:5][CH2:6][NH:7][C:8]([O:9][C:10]([CH3:11])([CH3:12])[CH3:13])=[O:14])[C:15]([N:16]1[CH2:17][CH2:18][N:19]([c:22]2[cH:23][cH:24][n:25][cH:26][cH:27]2)[CH2:20][CH2:21]1)=[O:28]>>[NH:1]([CH:2]([CH2:3][CH2:4][CH2:5][CH2:6][NH:7][C:8]([O:9][C:10]([CH3:11])([CH3:12])[CH3:13])=[O:14])[C:15]([N:16]1[CH2:17][CH2:18][N:19]([c:22]2[cH:23][cH:24][n:25][cH:26][cH:27]2)[CH2:20][CH2:21]1)=[O:28])[C:41]([CH:40]([CH2:39][c:32]1[cH:31][c:30]([CH3:29])[c:38]2[c:34]([cH:33]1)[cH:35][n:36][nH:37]2)[NH:44][C:45](=[O:46])[N:47]1[CH2:48][CH2:49][CH:50]([N:53]2[C:54](=[O:63])[NH:55][c:56]3[cH:57][cH:58][cH:59][cH:60][c:61]3[CH2:62]2)[CH2:51][CH2:52]1)=[O:42]. The reactants are C(C)(=O)C1C(C1C(=O)OCC)(C)C (Ethyl 3-acetyl-2,2-dimethylcyclopropane-1-carboxylate), [OH-].[K+] (potassium hydroxide). Run in C(C)O (ethanol). The product is C(C)(=O)[C@@H]1C([C@H]1C(=O)O)(C)C (Trans 3-Acetyl-2,2-dimethylcyclopropane-1-carboxylic acid). As a reaction SMILES: [C:1]([CH:4]1[CH:6]([C:7]([O:9]CC)=[O:8])[C:5]1([CH3:13])[CH3:12])(=[O:3])[CH3:2].[OH-].[K+]>C(O)C>[C:1]([C@H:4]1[C@H:6]([C:7]([OH:9])=[O:8])[C:5]1([CH3:13])[CH3:12])(=[O:3])[CH3:2] |f:1.2|. Reported procedure: Ethyl 3-acetyl-2,2-dimethylcyclopropane-1-carboxylate (36.0 g, 0.2 m) and N potassium hydroxide (391 ml) in ethanol (391 ml) was refluxed for two hours. Excess alcohol was removed in vacuo and the resulting solution acidified with concentrated hydrochloric acid (≈40 ml). This precipitated a solid which was extracted with ether (3×200 ml), the ether dried over anhydrous MgSO4 and evaporated in vacuo to give a cream solid m.p. 111° C.